From a dataset of the Open Reaction Database (ORD), a public repository of structured organic reaction records. describe an organic reaction: reactants, conditions, products, and yield Reactants: [H][H] (hydrogen), C[C@@H](COC1=CC=NC=C1)NC(OC(C)(C)C)=O (tert-Butyl [(1S)-1-methyl-2-(pyridin-4-yloxy)ethyl]carbamate), C(C)(C)OC(C)C (diisopropyl ether). Reagents/catalysts: [C].[Pd] (palladium-carbon). The solvent is C(C)(=O)O (acetic acid). The product is C[C@@H](COC1CCNCC1)NC(OC(C)(C)C)=O (tert-butyl [(1S)-1-methyl-2-(piperidin-4-yloxy)ethyl]carbamate). Yield: 107.1%. Reaction SMILES: [CH3:1][C@H:2]([NH:11][C:12](=[O:18])[O:13][C:14]([CH3:17])([CH3:16])[CH3:15])[CH2:3][O:4][C:5]1[CH:10]=[CH:9][N:8]=[CH:7][CH:6]=1.[H][H].C(OC(C)C)(C)C>[C].[Pd].C(O)(=O)C>[CH3:1][C@H:2]([NH:11][C:12](=[O:18])[O:13][C:14]([CH3:17])([CH3:16])[CH3:15])[CH2:3][O:4][CH:5]1[CH2:10][CH2:9][NH:8][CH2:7][CH2:6]1 |f:3.4|. Procedure: tert-Butyl [(1S)-1-methyl-2-(pyridin-4-yloxy)ethyl]carbamate (30 g), acetic acid (300 mL) and 10% palladium-carbon (7.5 g) were charged into pressure-resistant reactor vessel, and the mixture was stirred at 80° C. for 6 hr at 0.8 MPa hydrogen pressure. The mixture was allowed to cool to room temperature, and the pressure was reduced to normal level. The insoluble material was removed by filtration, and the filtrate was concentrated. Ethyl acetate (300 mL) was added to the residue, and the mixtur...